From a dataset of the Open Reaction Database (ORD), a public repository of structured organic reaction records. describe an organic reaction: reactants, conditions, products, and yield The reactants are BrC1=CC=CC2=C1N(C(=N2)[C@H](C)NC2=C1N=CN(C1=NC=N2)C2OCCCC2)C2=CC=CC=C2 ([(S)-1-(7-Bromo-1-phenyl-1H-benzoimidazol-2-yl)ethyl][9-(tetrahydropyran-2-yl)-9H-purin-6-yl]amine), CN(C)C=O (DMF). Reagents/catalysts: [C-]#N.[Zn+2].[C-]#N (zinc cyanide), C=1C=CC(=CC1)[P](C=2C=CC=CC2)(C=3C=CC=CC3)[Pd]([P](C=4C=CC=CC4)(C=5C=CC=CC5)C=6C=CC=CC6)([P](C=7C=CC=CC7)(C=8C=CC=CC8)C=9C=CC=CC9)[P](C=1C=CC=CC1)(C=1C=CC=CC1)C=1C=CC=CC1 (Pd(PPh3)4). Solvent: C(Cl)Cl (DCM). Run at temperature 150 celsius. The product is C1(=CC=CC=C1)N1C(=NC2=C1C(=CC=C2)C#N)[C@H](C)NC2=C1N=CNC1=NC=N2 (3-Phenyl-2-[(S)-1-(9H-purin-6-ylamino)-ethyl]-3H-benzoimidazole-4-carbonitrile). The yield is 73.0%. As a reaction SMILES: Br[C:2]1[C:7]2[N:8]([C:29]3[CH:34]=[CH:33][CH:32]=[CH:31][CH:30]=3)[C:9]([C@@H:11]([NH:13][C:14]3[N:22]=[CH:21][N:20]=[C:19]4[C:15]=3[N:16]=[CH:17][N:18]4C3CCCCO3)[CH3:12])=[N:10][C:6]=2[CH:5]=[CH:4][CH:3]=1.[CH3:35][N:36](C=O)C>C(Cl)Cl.[C-]#N.[Zn+2].[C-]#N.C1C=CC([P]([Pd]([P](C2C=CC=CC=2)(C2C=CC=CC=2)C2C=CC=CC=2)([P](C2C=CC=CC=2)(C2C=CC=CC=2)C2C=CC=CC=2)[P](C2C=CC=CC=2)(C2C=CC=CC=2)C2C=CC=CC=2)(C2C=CC=CC=2)C2C=CC=CC=2)=CC=1>[C:29]1([N:8]2[C:7]3[C:2]([C:35]#[N:36])=[CH:3][CH:4]=[CH:5][C:6]=3[N:10]=[C:9]2[C@@H:11]([NH:13][C:14]2[N:22]=[CH:21][N:20]=[C:19]3[C:15]=2[N:16]=[CH:17][NH:18]3)[CH3:12])[CH:30]=[CH:31][CH:32]=[CH:33][CH:34]=1 |f:3.4.5,^1:51,53,72,91|. Reported procedure: [(S)-1-(7-Bromo-1-phenyl-1H-benzoimidazol-2-yl)ethyl][9-(tetrahydropyran-2-yl)-9H-purin-6-yl]amine (300 mg, 0.58 mmol) was dissolved in DMF (1 mL) in a microwave vial and zinc cyanide (68 mg, 0.58 mmol) and Pd(PPh3)4 (67 mg, 0.058 mmol) added. The vial was sealed and evacuated and purged with argon (×3). The vial was heated at 150° C. by microwave irradiation for 15 min. The resulting colourless solution was poured onto a mixture of EtOAc and water. A white solid precipitated and was dispersed b... Product: Cc1ccc(S(=O)(=O)N=S2(=O)CCCS(=O)(=O)C2)cc1. Reaction SMILES: [C:26]([O:27][C:28](=[O:29])[CH3:30])(=[O:31])[CH3:32].[K+:25].[Mn:20](=[O:21])([O-:22])(=[O:23])=[O:24].[S:1](=[O:2])(=[O:3])([c:4]1[cH:5][cH:6][c:7]([CH3:8])[cH:9][cH:10]1)[N:11]=[S:12]1[CH2:13][S:14](=[O:18])(=[O:19])[CH2:15][CH2:16][CH2:17]1>>[S:1](=[O:2])(=[O:3])([c:4]1[cH:5][cH:6][c:7]([CH3:8])[cH:9][cH:10]1)[N:11]=[S:12]1(=[O:21])[CH2:13][S:14](=[O:18])(=[O:19])[CH2:15][CH2:16][CH2:17]1. The reactants are CC(=O)OC(C)=O, [K+], O=[Mn](=O)(=O)[O-], Cc1ccc(S(=O)(=O)N=S2CCCS(=O)(=O)C2)cc1. Reactants: BrCc1ccccc1Br, CCCC(=O)Nc1cc(C(=O)OCC)ccc1[N+](=O)[O-], CN(C)C=O, [H-], [Na+], O. Yields the product CCOC(=O)c1ccc([N+](=O)[O-])c(NC(=O)CCCCc2ccccc2Br)c1. Reaction SMILES: [Br:23][c:24]1[c:25]([CH2:26][Br:27])[cH:28][cH:29][cH:30][cH:31]1.[C:3]([CH2:4][CH2:5][CH3:6])(=[O:7])[NH:8][c:9]1[cH:10][c:11]([C:12](=[O:13])[O:14][CH2:15][CH3:16])[cH:17][cH:18][c:19]1[N+:20](=[O:21])[O-:22].[CH3:33][N:34]([CH3:35])[CH:36]=[O:37].[H-:1].[Na+:2].[OH2:32]>>[C:3]([CH2:4][CH2:5][CH2:6][CH2:26][c:25]1[c:24]([Br:23])[cH:31][cH:30][cH:29][cH:28]1)(=[O:7])[NH:8][c:9]1[cH:10][c:11]([C:12](=[O:13])[O:14][CH2:15][CH3:16])[cH:17][cH:18][c:19]1[N+:20](=[O:21])[O-:22].